The task is: describe an organic reaction: reactants, conditions, products, and yield. This data is from the Open Reaction Database (ORD), a public repository of structured organic reaction records. Starting materials: C(C)(=O)O[C@H]1[C@@H](O[C@@H]([C@H]1OC(C)=O)COC(C)=O)N1C(=O)NC(=O)C(=C1)C#C[Si](C)(C)C (2',3',5'-Tri-O-Acetyl-5-[2-(trimethylsilyl)ethynyl]uridine), [Na] (sodium). The solvent is CO (methanol), CO (methanol). Run at time 2 hour. Yields the product C(#C)C=1C(NC(N([C@H]2[C@H](O)[C@H](O)[C@@H](CO)O2)C1)=O)=O (5-Ethynyluridine). Reaction SMILES: C([O:4][C@@H:5]1[C@H:9]([O:10]C(=O)C)[C@@H:8]([CH2:14][O:15]C(=O)C)[O:7][C@H:6]1[N:19]1[CH:26]=[C:25]([C:27]#[C:28][Si](C)(C)C)[C:23](=[O:24])[NH:22][C:20]1=[O:21])(=O)C.[Na]>CO>[C:27]([C:25]1[C:23](=[O:24])[NH:22][C:20](=[O:21])[N:19]([CH:26]=1)[C@@H:6]1[O:7][C@H:8]([CH2:14][OH:15])[C@@H:9]([OH:10])[C@H:5]1[OH:4])#[CH:28] |^1:32|. Procedure details: The product of stage b) (9.5 g, 24 mmol) was dissolved in methanol (200 mL) and diluted with a solution containing sodium (0.8 g) and methanol (100 mL). The reaction was stirred at room temperature for 2 hours and was then neutralized using Dowex 5OW-X8 (H+ form) resin. The resin was removed by filtering and washed with methanol. The filtrate was concentrated in vacuo to give 4.85 g of a beige solid. The compound was purified on a Waters Prep 500 reverse phase C18 column which was eluted with H2... The reactants are C(#N)C1=CC2=C(N(C(=N2)C(C)(C2=C3C=CN(C3=C(C=C2C)C)S(=O)(=O)C2=CC=C(C)C=C2)N(C(OC(C)(C)C)=O)C)COCC[Si](C)(C)C)C=C1 ((±)-tert-butyl 1-(5-cyano-1-((2-(trimethylsilyl)ethoxy)methyl)-1H-benzo[d]imidazol-2-yl)-1-(5,7-dimethyl-1-tosyl-1H-indol-4-yl)ethyl(methyl)carbamate), C(#N)C=1C=CC2=C(N(C(=N2)C(C)(C2=C3C=CN(C3=C(C=C2C)C)S(=O)(=O)C2=CC=C(C)C=C2)N(C(OC(C)(C)C)=O)C)COCC[Si](C)(C)C)C1 ((±)-tert-butyl 1-(6-cyano-1-((2-(trimethylsilyl)ethoxy)methyl)-1H-benzo[d]imidazol-2-yl)-1-(5,7-dimethyl-1-tosyl-1H-indol-4-yl)ethyl(methyl)carbamate), Cl (HCl), O1CCOCC1 (dioxane). The solvent is C(=O)([O-])[O-].[Na+].[Na+] (Na2CO3), [Cl-].[Na+].O (brine), CCOC(=O)C (EtOAc), CO (MeOH). Run at temperature 50 celsius, time 0.5 hour. Yields the product CC=1C(=C2C=CN(C2=C(C1)C)S(=O)(=O)C1=CC=C(C)C=C1)C(C)(NC)C1=NC2=C(N1)C=CC(=C2)C#N ((±)-2-(1-(5,7-Dimethyl-1-tosyl-1H-indol-4-yl)-1-(methylamino)ethyl)-1H-benzo[d]imidazole-5-carbonitrile). RXN SMILES: [C:1]([C:3]1[CH:51]=[CH:50][C:6]2[N:7](COCC[Si](C)(C)C)[C:8]([C:10]([N:33](C)[C:34](=O)OC(C)(C)C)([C:12]3[C:20]([CH3:21])=[CH:19][C:18]([CH3:22])=[C:17]4[C:13]=3[CH:14]=[CH:15][N:16]4[S:23]([C:26]3[CH:32]=[CH:31][C:29]([CH3:30])=[CH:28][CH:27]=3)(=[O:25])=[O:24])[CH3:11])=[N:9][C:5]=2[CH:4]=1)#[N:2].C(C1C=CC2N=C(C(N(C)C(=O)OC(C)(C)C)(C3C(C)=CC(C)=C4C=3C=CN4S(C3C=CC(C)=CC=3)(=O)=O)C)N(COCC[Si](C)(C)C)C=2C=1)#N.Cl.O1CCOCC1>CO.C([O-])([O-])=O.[Na+].[Na+].[Cl-].[Na+].O.CCOC(C)=O>[CH3:21][C:20]1[C:12]([C:10]([C:8]2[NH:7][C:6]3[CH:50]=[CH:51][C:3]([C:1]#[N:2])=[CH:4][C:5]=3[N:9]=2)([NH:33][CH3:34])[CH3:11])=[C:13]2[C:17](=[C:18]([CH3:22])[CH:19]=1)[N:16]([S:23]([C:26]1[CH:32]=[CH:31][C:29]([CH3:30])=[CH:28][CH:27]=1)(=[O:25])=[O:24])[CH:15]=[CH:14]2 |f:5.6.7,8.9.10|. Procedure details: A solution of (±)-tert-butyl 1-(5-cyano-1-((2-(trimethylsilyl)ethoxy)methyl)-1H-benzo[d]imidazol-2-yl)-1-(5,7-dimethyl-1-tosyl-1H-indol-4-yl)ethyl(methyl)carbamate and (±)-tert-butyl 1-(6-cyano-1-((2-(trimethylsilyl)ethoxy)methyl)-1H-benzo[d]imidazol-2-yl)-1-(5,7-dimethyl-1-tosyl-1H-indol-4-yl)ethyl(methyl)carbamate (95 mg, 0.130 mmol) in MeOH (326 μL) was mixed with 4 M HCl in dioxane (0.65 mL, 2.61 mmol) and the reaction stirred at 50° C. for 0.5 h. The reaction mixture was cooled to rt and di... The reactants are I\C=C\C(CCCCC)O (1-iodo-trans-1-octen-3-ol), C1(=CC=CC=C1)C(C1=CC=CC=C1)(C1=CC=CC=C1)Br (triphenylmethyl bromide), colorless oil. Run in N1=CC=CC=C1 (pyridine). Product: I\C=C\C(CCCCC)OC(C1=CC=CC=C1)(C1=CC=CC=C1)C1=CC=CC=C1 (1-iodo-3-triphenylmethoxy-trans-1-octene). Reaction SMILES: [I:1]/[CH:2]=[CH:3]/[CH:4]([OH:10])[CH2:5][CH2:6][CH2:7][CH2:8][CH3:9].[C:11]1([C:17](Br)([C:24]2[CH:29]=[CH:28][CH:27]=[CH:26][CH:25]=2)[C:18]2[CH:23]=[CH:22][CH:21]=[CH:20][CH:19]=2)[CH:16]=[CH:15][CH:14]=[CH:13][CH:12]=1>N1C=CC=CC=1>[I:1]/[CH:2]=[CH:3]/[CH:4]([O:10][C:17]([C:11]1[CH:16]=[CH:15][CH:14]=[CH:13][CH:12]=1)([C:24]1[CH:25]=[CH:26][CH:27]=[CH:28][CH:29]=1)[C:18]1[CH:19]=[CH:20][CH:21]=[CH:22][CH:23]=1)[CH2:5][CH2:6][CH2:7][CH2:8][CH3:9]. Procedure: Treatment of 7.62 g. (0.03 mole) of 1-iodo-trans-1-octen-3-ol with 10.67 g. (0.033 mole) of triphenylmethyl bromide in pyridine in the manner described in Example 728 gave 13.448 g. (90%) of a colorless oil. Reactants: CC(=O)[O-], [K+], Nc1nc2ccccc2c2c1nc(CCl)n2CC1(O)CCCCC1, CN(C)C=O. The product is CC(=O)OCc1nc2c(N)nc3ccccc3c2n1CC1(O)CCCCC1. As a reaction SMILES: [CH3:2][C:3]([O-:4])=[O:5].[K+:1].[NH2:6][c:7]1[n:8][c:9]2[cH:10][cH:11][cH:12][cH:13][c:14]2[c:15]2[c:16]1[n:17][c:18]([CH2:28][Cl:29])[n:19]2[CH2:20][C:21]1([OH:27])[CH2:22][CH2:23][CH2:24][CH2:25][CH2:26]1.[O:30]=[CH:31][N:32]([CH3:33])[CH3:34]>>[CH3:2][C:3]([O:4][CH2:28][c:18]1[n:17][c:16]2[c:7]([NH2:6])[n:8][c:9]3[cH:10][cH:11][cH:12][cH:13][c:14]3[c:15]2[n:19]1[CH2:20][C:21]1([OH:27])[CH2:22][CH2:23][CH2:24][CH2:25][CH2:26]1)=[O:5]. Isolated yield 130.8%. Reaction conditions: time 15 minute. The reactants are NC=1C=C(C=CC1)N1C2=C(N=C(C1=O)CC=1C=NC=CC1)C=CC=N2 (4-(3-aminophenyl)-2-(3-pyridylmethyl)-3-oxo-3,4-dihydropyrido[2,3-b]pyrazine), ClC=1C=C(C(=O)Cl)C=C(C1)Cl (3,5-dichlorobenzoylchloride). Run in C(Cl)(Cl)Cl (chloroform). RXN SMILES: [NH2:1][C:2]1[CH:3]=[C:4]([N:8]2[C:13](=[O:14])[C:12]([CH2:15][C:16]3[CH:17]=[N:18][CH:19]=[CH:20][CH:21]=3)=[N:11][C:10]3[CH:22]=[CH:23][CH:24]=[N:25][C:9]2=3)[CH:5]=[CH:6][CH:7]=1.[Cl:26][C:27]1[CH:28]=[C:29]([CH:33]=[C:34]([Cl:36])[CH:35]=1)[C:30](Cl)=[O:31]>C(Cl)(Cl)Cl>[ClH:26].[Cl:26][C:27]1[CH:28]=[C:29]([CH:33]=[C:34]([Cl:36])[CH:35]=1)[C:30]([NH:1][C:2]1[CH:3]=[C:4]([N:8]2[C:13](=[O:14])[C:12]([CH2:15][C:16]3[CH:17]=[N:18][CH:19]=[CH:20][CH:21]=3)=[N:11][C:10]3[CH:22]=[CH:23][CH:24]=[N:25][C:9]2=3)[CH:5]=[CH:6][CH:7]=1)=[O:31] |f:3.4|. Product: Cl.ClC=1C=C(C(=O)NC=2C=C(C=CC2)N2C3=C(N=C(C2=O)CC=2C=NC=CC2)C=CC=N3)C=C(C1)Cl (4-[3-(3,5-dichlorobenzoylamino)phenyl]-2-(3-pyridylmethyl)-3-oxo-3,4-dihydropyrido[2,3-b]pyrazine.hydrochloride). Procedure details: To a solution of 4-(3-aminophenyl)-2-(3-pyridylmethyl)-3-oxo-3,4-dihydropyrido[2,3-b]pyrazine (329 mg) in chloroform (5 ml) was added 3,5-dichlorobenzoylchloride (220 mg). The mixture was stirred at room temperature for 15 minutes and concentrated. The residue was crystallized from methanol to give 4-[3-(3,5-dichlorobenzoylamino)phenyl]-2-(3-pyridylmethyl)-3-oxo-3,4-dihydropyrido[2,3-b]pyrazine.hydrochloride (370 mg). The reactants are N1(N=NC=C1)CC(=O)O (2-(1H-1,2,3-triazol-1-yl)acetic acid), ClC1=CC=C(C[C@@H]2C[C@H](NC2)C(=O)NC2=CC=C(C=C2)OC2=CC=C(C=C2)F)C=C1 ((2S,4R)-4-(4-chlorobenzyl)-N-(4-(4-fluorophenoxy)phenyl)pyrrolidine-2-carboxamide). Yields the product Compound 228, N1(N=NC=C1)CC(=O)N1[C@@H](C[C@H](C1)CC1=CC=C(C=C1)Cl)C(=O)NC1=CC=C(C=C1)OC1=CC=C(C=C1)F ((2S,4R)-1-(2-(1H-1,2,3-triazol-1-yl)acetyl)-4-(4-chlorobenzyl)-N-(4-(4-fluorophenoxy)phenyl)pyrrolidine-2-carboxamide). As a reaction SMILES: [N:1]1([CH2:6][C:7]([OH:9])=O)[CH:5]=[CH:4][N:3]=[N:2]1.[Cl:10][C:11]1[CH:39]=[CH:38][C:14]([CH2:15][C@H:16]2[CH2:20][NH:19][C@H:18]([C:21]([NH:23][C:24]3[CH:29]=[CH:28][C:27]([O:30][C:31]4[CH:36]=[CH:35][C:34]([F:37])=[CH:33][CH:32]=4)=[CH:26][CH:25]=3)=[O:22])[CH2:17]2)=[CH:13][CH:12]=1>>[N:1]1([CH2:6][C:7]([N:19]2[CH2:20][C@H:16]([CH2:15][C:14]3[CH:38]=[CH:39][C:11]([Cl:10])=[CH:12][CH:13]=3)[CH2:17][C@H:18]2[C:21]([NH:23][C:24]2[CH:29]=[CH:28][C:27]([O:30][C:31]3[CH:32]=[CH:33][C:34]([F:37])=[CH:35][CH:36]=3)=[CH:26][CH:25]=2)=[O:22])=[O:9])[CH:5]=[CH:4][N:3]=[N:2]1. Reported procedure: Proceeding as in Example 1, but substituting 2-(1H-1,2,3-triazol-1-yl)acetic acid and (2S,4R)-4-(4-chlorobenzyl)-N-(4-(4-fluorophenoxy)phenyl)pyrrolidine-2-carboxamide, gave Compound 228, (2S,4R)-1-(2-(1H-1,2,3-triazol-1-yl)acetyl)-4-(4-chlorobenzyl)-N-(4-(4-fluorophenoxy)phenyl)pyrrolidine-2-carboxamide. 1H-NMR (400 MHz, CDCl3): δ 8.94 (s, 1H), 7.79 (s, 1H), 7.56 (s, 1H), 7.43 (d, 2H), 7.30 (d, 2H), 7.14 (d, 2H), 7.00 (t, 2H), 6.94-6.89 (m, 4H), 5.28 (d, 1H), 5.14 (d, 1H), 4.78 (d, 1H), 3.68 (d... The reactants are C(C)(C)(C)OC(=O)N[C@H]1C(N(C2=C(CC1)C=CC=C2)CC2=CC=C(C=C2)C2=C(C=CC=C2)CN)=O (3(R)-t-Butoxycarbonylamino-2,3,4,5-tetrahydro-1-[[2'-aminomethyl[1,1'-biphenyl]-4-yl]methyl]-1H-benzazepin-2-one), C(Cl)Cl (methylene chloride), ClC(=O)OC (methyl chloroformate). The reagents and catalysts are C(C)N(CC)CC (triethylamine). Solvent: C(C)(=O)OCC (ethyl acetate). Run at time 1 hour. The product is C(C)(C)(C)OC(=O)N[C@H]1C(N(C2=C(CC1)C=CC=C2)CC2=CC=C(C=C2)C2=C(C=CC=C2)CNC(=O)OC)=O (3(R)-t-Butoxycarbonylamino-2,3,4,5-tetrahydro-1-[[2'-[[(methoxycarbonyl)amino]methyl][1,1'-biphenyl]-4-yl]methyl]-1H-benzazepin-2-one). Isolated yield 93.9%. RXN SMILES: [C:1]([O:5][C:6]([NH:8][C@@H:9]1[CH2:15][CH2:14][C:13]2[CH:16]=[CH:17][CH:18]=[CH:19][C:12]=2[N:11]([CH2:20][C:21]2[CH:26]=[CH:25][C:24]([C:27]3[CH:32]=[CH:31][CH:30]=[CH:29][C:28]=3[CH2:33][NH2:34])=[CH:23][CH:22]=2)[C:10]1=[O:35])=[O:7])([CH3:4])([CH3:3])[CH3:2].C(Cl)Cl.Cl[C:40]([O:42][CH3:43])=[O:41]>C(N(CC)CC)C.C(OCC)(=O)C>[C:1]([O:5][C:6]([NH:8][C@@H:9]1[CH2:15][CH2:14][C:13]2[CH:16]=[CH:17][CH:18]=[CH:19][C:12]=2[N:11]([CH2:20][C:21]2[CH:22]=[CH:23][C:24]([C:27]3[CH:32]=[CH:31][CH:30]=[CH:29][C:28]=3[CH2:33][NH:34][C:40]([O:42][CH3:43])=[O:41])=[CH:25][CH:26]=2)[C:10]1=[O:35])=[O:7])([CH3:4])([CH3:2])[CH3:3]. Procedure: A solution of 31 mg (0.066 mmol) of the intermediate obtained in Step C in I mL of methylene chloride at room temperature was treated with 1 drop of triethylamine followed by 5 μL (6 mg, 0.067 mmol, 1 eq.) of methyl chloroformate. The mixture was stirred at room temperature for 1 hour then diluted into 10 mL of ethyl acetate and washed with 5% aqueous citric acid and saturated aqueous sodium chloride. The organic layer was removed, dried over magnesium sulfate, filtered and solvents removed unde... The reactants are CC(C(OC)OC)C=CC=C(CCC=C(C)C)C (2,6,10-trimethyl-1,1-dimethoxy-3,5,9-undecatriene), O1CCCC1 (tetrahydrofuran), CC=1C=CC(=CC1)S(=O)(=O)O (PTSA), C(=O)(O)[O-].[Na+] (NaHCO3). Solvent: O (water), O (water). Run at temperature 22.5 celsius, time 24 hour. The product is CC(C=O)C=CC=C(CCC=C(C)C)C (2,6,10-trimethyl-3,5,9-undecatriene-1-aldehyde). The yield is 101.8%. As a reaction SMILES: [CH3:1][CH:2]([CH:8]=[CH:9][CH:10]=[C:11]([CH3:18])[CH2:12][CH2:13][CH:14]=[C:15]([CH3:17])[CH3:16])[CH:3](OC)[O:4]C.O1CCCC1.CC1C=CC(S(O)(=O)=O)=CC=1.C([O-])(O)=O.[Na+]>O>[CH3:1][CH:2]([CH:8]=[CH:9][CH:10]=[C:11]([CH3:18])[CH2:12][CH2:13][CH:14]=[C:15]([CH3:17])[CH3:16])[CH:3]=[O:4] |f:3.4|. Procedure details: To a 250 mL four-neck reaction flask protected from atmospheric moisture by nitrogen gas throughout the course of the reaction a solution of 12.6 g in 2,6,10-trimethyl-1,1-dimethoxy-3,5,9-undecatriene (2C, 0.05 mol), 100 mL tetrahydrofuran and 1.2 g of PTSA was added. After stirred until homogeneous, 22 g of water was added, and further 24 h of stirring at 20-25° C. was needed until the reaction completed according to GC. Then a solution of 2 g of NaHCO3 in 20 mL water was added for neutralizati...